Dataset: the Open Reaction Database (ORD), a public repository of structured organic reaction records. Task: describe an organic reaction: reactants, conditions, products, and yield Reactants: CC1CCC(=O)O1, COC(C)(C)C, C[O-], COc1ccc(C=O)cc1, [Na+], O, O=S(=O)(O)O. Yields the product COc1ccc(C=C2CC(C)OC2=O)cc1. Reaction SMILES: [CH3:1][CH:2]1[CH2:3][CH2:4][C:5](=[O:6])[O:7]1.[CH3:26][O:27][C:28]([CH3:29])([CH3:30])[CH3:31].[CH3:8][O-:9].[CH:11]([c:12]1[cH:13][cH:14][c:15]([O:18][CH3:19])[cH:16][cH:17]1)=[O:20].[Na+:10].[OH2:32].[S:21](=[O:22])(=[O:23])([OH:24])[OH:25]>>[CH3:1][CH:2]1[CH2:3][C:4](=[CH:11][c:12]2[cH:13][cH:14][c:15]([O:18][CH3:19])[cH:16][cH:17]2)[C:5](=[O:6])[O:7]1. Starting materials: CCOC(C)=O, CCN(C(C)C)C(C)C, ClCCl, C=CC1CC1(N)C(=O)OCC, O=P([O-])([O-])[O-], C=CCCCCC(C)(C)C(NC(=O)OC(C)(C)C)C(=O)N1CC(SCCCC)(c2ccc(-c3ccccc3)cc2)CC1C(=O)O, CN(C)C(On1nnc2cccnc21)=[N+](C)C, CN(C)C(On1nnc2cccnc21)=[N+](C)C, CN(C)C(On1nnc2cccnc21)=[N+](C)C. Yields the product C=CCCCCC(C)(C)C(NC(=O)OC(C)(C)C)C(=O)N1CC(SCCCC)(c2ccc(-c3ccccc3)cc2)CC1C(=O)NC1(C(=O)OCC)CC1C=C. As a reaction SMILES: [CH3:125][CH2:126][O:127][C:128](=[O:129])[CH3:130].[CH:113]([N:114]([CH2:115][CH3:116])[CH:117]([CH3:118])[CH3:119])([CH3:120])[CH3:121].[Cl:122][CH2:123][Cl:124].[NH2:46][C:47]1([C:52](=[O:53])[O:54][CH2:55][CH3:56])[CH:48]([CH:50]=[CH2:51])[CH2:49]1.[P:57]([O-:58])([O-:59])([O-:60])=[O:61].[c:1]1(-[c:40]2[cH:41][cH:42][cH:43][cH:44][cH:45]2)[cH:2][cH:3][c:4]([C:7]2([S:35][CH2:36][CH2:37][CH2:38][CH3:39])[CH2:8][CH:9]([C:32](=[O:33])[OH:34])[N:10]([C:12]([CH:13]([C:14]([CH2:15][CH2:16][CH2:17][CH2:18][CH:19]=[CH2:20])([CH3:21])[CH3:22])[NH:23][C:24](=[O:25])[O:26][C:27]([CH3:28])([CH3:29])[CH3:30])=[O:31])[CH2:11]2)[cH:5][cH:6]1.[n:62]1([O:63][C:64]([N:65]([CH3:66])[CH3:67])=[N+:68]([CH3:69])[CH3:70])[c:71]2[n:72][cH:73][cH:74][cH:75][c:76]2[n:77][n:78]1.[n:79]1([O:80][C:81]([N:82]([CH3:83])[CH3:84])=[N+:85]([CH3:86])[CH3:87])[c:88]2[n:89][cH:90][cH:91][cH:92][c:93]2[n:94][n:95]1.[n:96]1([O:97][C:98]([N:99]([CH3:100])[CH3:101])=[N+:102]([CH3:103])[CH3:104])[c:105]2[n:106][cH:107][cH:108][cH:109][c:110]2[n:111][n:112]1>>[c:1]1(-[c:40]2[cH:41][cH:42][cH:43][cH:44][cH:45]2)[cH:2][cH:3][c:4]([C:7]2([S:35][CH2:36][CH2:37][CH2:38][CH3:39])[CH2:8][CH:9]([C:32](=[O:34])[NH:46][C:47]3([C:52](=[O:53])[O:54][CH2:55][CH3:56])[CH:48]([CH:50]=[CH2:51])[CH2:49]3)[N:10]([C:12]([CH:13]([C:14]([CH2:15][CH2:16][CH2:17][CH2:18][CH:19]=[CH2:20])([CH3:21])[CH3:22])[NH:23][C:24](=[O:25])[O:26][C:27]([CH3:28])([CH3:29])[CH3:30])=[O:31])[CH2:11]2)[cH:5][cH:6]1. Reactants: [Br-], C1CCOC1, CC(C)(C)[O-], C[P+](c1ccccc1)(c1ccccc1)c1ccccc1, Cl, CCCOc1ccc(-c2ccc(-c3ccc(C=O)[se]3)cc2)c(F)c1F, [K+], O. Yields the product C=Cc1ccc(-c2ccc(-c3ccc(OCCC)c(F)c3F)cc2)[se]1. RXN SMILES: [Br-:34].[CH2:55]1[O:56][CH2:57][CH2:58][CH2:59]1.[CH3:1][C:2]([CH3:3])([O-:4])[CH3:5].[CH3:35][P+:36]([c:37]1[cH:38][cH:39][cH:40][cH:41][cH:42]1)([c:43]1[cH:44][cH:45][cH:46][cH:47][cH:48]1)[c:49]1[cH:50][cH:51][cH:52][cH:53][cH:54]1.[ClH:33].[F:7][c:8]1[c:9](-[c:19]2[cH:20][cH:21][c:22](-[c:25]3[cH:26][cH:27][c:28]([CH:30]=[O:31])[se:29]3)[cH:23][cH:24]2)[cH:10][cH:11][c:12]([O:15][CH2:16][CH2:17][CH3:18])[c:13]1[F:14].[K+:6].[OH2:32]>>[CH2:1]=[CH:30][c:28]1[cH:27][cH:26][c:25](-[c:22]2[cH:21][cH:20][c:19](-[c:9]3[c:8]([F:7])[c:13]([F:14])[c:12]([O:15][CH2:16][CH2:17][CH3:18])[cH:11][cH:10]3)[cH:24][cH:23]2)[se:29]1. Starting materials: Cc1cc(OCc2ccccc2)cc(C)c1CC1CCN(C2CCc3n[nH]cc3C2)C1=O, CCO, [OH-], [OH-], [Pd+2]. Product: Cc1cc(O)cc(C)c1CC1CCN(C2CCc3n[nH]cc3C2)C1=O. Reaction SMILES: [CH2:1]([c:2]1[cH:3][cH:4][cH:5][cH:6][cH:7]1)[O:8][c:9]1[cH:10][c:11]([CH3:32])[c:12]([CH2:13][CH:14]2[C:15](=[O:28])[N:16]([CH:19]3[CH2:20][c:21]4[cH:22][nH:23][n:24][c:25]4[CH2:26][CH2:27]3)[CH2:17][CH2:18]2)[c:29]([CH3:31])[cH:30]1.[CH3:33][CH2:34][OH:35].[OH-:36].[OH-:38].[Pd+2:37]>>[OH:8][c:9]1[cH:10][c:11]([CH3:32])[c:12]([CH2:13][CH:14]2[C:15](=[O:28])[N:16]([CH:19]3[CH2:20][c:21]4[cH:22][nH:23][n:24][c:25]4[CH2:26][CH2:27]3)[CH2:17][CH2:18]2)[c:29]([CH3:31])[cH:30]1. The reactants are C(C)(=O)O[C@@H]1C[C@@]2(CC[C@H]3[C@@H]4CC[C@H]([C@@H](CCCC(C)C)C)[C@]4(CC[C@@H]3[C@]2(CC1)C)C)O (3β-acetoxy-5α-hydroxy-cholestane), C(C)(=O)OCC (ethyl acetate), C(C)(=O)OO (peracetic acid). Solvent: C(C)(=O)O (acetic acid). Yields the product C(C)(=O)O[C@@H]1C[C@@]2(CC[C@H]3[C@@H]4CC[C@H]([C@@H](CCCC(C)(C)O)C)[C@]4(CC[C@@H]3[C@]2(CC1)C)C)O (3β-acetoxy-5α,25-dihydroxy cholestane). RXN SMILES: [C:1]([O:4][C@H:5]1[CH2:29][CH2:28][C@@:27]2([CH3:30])[C@@:7]([OH:32])([CH2:8][CH2:9][C@@H:10]3[C@@H:26]2[CH2:25][CH2:24][C@@:23]2([CH3:31])[C@H:11]3[CH2:12][CH2:13][C@@H:14]2[C@H:15]([CH3:22])[CH2:16][CH2:17][CH2:18][CH:19]([CH3:21])[CH3:20])[CH2:6]1)(=[O:3])[CH3:2].C(OCC)(=[O:35])C.C(OO)(=O)C>C(O)(=O)C>[C:1]([O:4][C@H:5]1[CH2:29][CH2:28][C@@:27]2([CH3:30])[C@@:7]([OH:32])([CH2:8][CH2:9][C@@H:10]3[C@@H:26]2[CH2:25][CH2:24][C@@:23]2([CH3:31])[C@H:11]3[CH2:12][CH2:13][C@@H:14]2[C@H:15]([CH3:22])[CH2:16][CH2:17][CH2:18][C:19]([OH:35])([CH3:21])[CH3:20])[CH2:6]1)(=[O:3])[CH3:2]. Procedure details: A solution of 50 g 3β-acetoxy-5-α-hydroxy-cholestane (II), in 25 ml. of ethyl acetate was treated with 100 ml. of peracetic acid (70%) in acetic acid and was irradiated with ultra-violet light of about 300 mμ wavelength for 12 hours. The resulting reaction mixture was washed with a solution of aqueous sodium bisulfite, sodium bicarbonate and then with water. After evaporation of the solvent in vacuo, the residue was chromatographed on a column of silica gel to give 10 g of the novel 3β-acetoxy-5... The reactants are COC(CC1=CC(=CC=C1)Br)=O ((3-bromo-phenyl)-acetic acid methyl ester), C(=O)C=1C=C(C=CC1)B(O)O (3-formyl phenyl boronic acid), C([O-])([O-])=O.[K+].[K+] (potassium carbonate). The solvent is C1(=CC=CC=C1)C.CO (toluene methanol). Product: COC(CC=1C=C(C=CC1)C1=CC(=CC=C1)C=O)=O ((3′-Formyl-biphenyl-3-yl)-acetic acid methyl ester). Reaction SMILES: [CH3:1][O:2][C:3](=[O:12])[CH2:4][C:5]1[CH:10]=[CH:9][CH:8]=[C:7](Br)[CH:6]=1.[CH:13]([C:15]1[CH:16]=[C:17](B(O)O)[CH:18]=[CH:19][CH:20]=1)=[O:14].C(=O)([O-])[O-].[K+].[K+]>C1(C)C=CC=CC=1.CO>[CH3:1][O:2][C:3](=[O:12])[CH2:4][C:5]1[CH:6]=[C:7]([C:19]2[CH:18]=[CH:17][CH:16]=[C:15]([CH:13]=[O:14])[CH:20]=2)[CH:8]=[CH:9][CH:10]=1 |f:2.3.4,5.6|. Reported procedure: A mixture of (3-bromo-phenyl)-acetic acid methyl ester (5 g), 3-formyl phenyl boronic acid (5 g) and potassium carbonate (9 g) in toluene/methanol [10:1] (33 mL) was degassed with nitrogen for 1 hour. Tetrakis(triphenylphosphine)palladium(0) (1.3 g) was washed with ethanol, under nitrogen, until golden in colour and added to the mixture. The resultant mixture was heated to reflux for 24 hours. On cooling, the reaction was diluted with iso-hexane/diethyl ether [4:1] (100 mL) and filtered through ... Starting materials: CCO, O=[N+]([O-])c1ccc(Nc2ccnc3[nH]cc(C(F)(F)F)c23)c(F)c1, [H][H]. Product: Nc1ccc(Nc2ccnc3[nH]cc(C(F)(F)F)c23)c(F)c1. Reaction SMILES: [CH3:27][CH2:28][OH:29].[F:1][c:2]1[c:3]([NH:11][c:12]2[c:13]3[c:14]([n:15][cH:16][cH:17]2)[nH:18][cH:19][c:20]3[C:21]([F:22])([F:23])[F:24])[cH:4][cH:5][c:6]([N+:8]([O-:9])=[O:10])[cH:7]1.[H:25][H:26]>>[F:1][c:2]1[c:3]([NH:11][c:12]2[c:13]3[c:14]([n:15][cH:16][cH:17]2)[nH:18][cH:19][c:20]3[C:21]([F:22])([F:23])[F:24])[cH:4][cH:5][c:6]([NH2:8])[cH:7]1. The reactants are C(#N)C1(CCCCC1)C(=O)OCC (ethyl 1-cyanocyclohexanecarboxylate). The reagents and catalysts are [Pt](=O)=O (Platinum (IV) oxide). The solvent is Cl (hydrochloric acid), C(C)O (ethanol). Conditions: time 20 hour. Product: NCC1(CCCCC1)C(=O)OCC (ethyl 1-(aminomethyl)cyclohexanecarboxylate). Yield: 32.4%. Reaction SMILES: [C:1]([C:3]1([C:9]([O:11][CH2:12][CH3:13])=[O:10])[CH2:8][CH2:7][CH2:6][CH2:5][CH2:4]1)#[N:2]>Cl.C(O)C.[Pt](=O)=O>[NH2:2][CH2:1][C:3]1([C:9]([O:11][CH2:12][CH3:13])=[O:10])[CH2:8][CH2:7][CH2:6][CH2:5][CH2:4]1. Procedure details: Platinum (IV) oxide (1.72 g) was added to a solution of ethyl 1-cyanocyclohexanecarboxylate (17.15 g, 94.6 mmol) in concentrated hydrochloric acid (20 mL) and ethanol (200 mL), and the mixture was placed under hydrogen pressure on a Parr apparatus and shaken for 20 hours. The solvent was removed under reduced pressure, and the residue was diluted with water. The resulting mixture was adjusted to pH 7 with the addition of solid sodium carbonate and then extracted several times with dichloromethan...